This data is from the Open Reaction Database (ORD), a public repository of structured organic reaction records. The task is: describe an organic reaction: reactants, conditions, products, and yield The reactants are C(#N)C1(CC1)NC(=O)[C@H]1[C@@H](C[C@@H](C1)S(=O)(=O)C1=C(C=C(C=C1)F)Cl)C(=O)N1CC(C1)(F)F ((1R,2R,4R)-4-(2-Chloro-4-fluoro-benzenesulfonyl)-2-(3,3-difluoro-azetidine-1-carbonyl)-cyclopentanecarboxylic acid (1-cyano-cyclopropyl)-amide), C(C)(=O)N1CCNCC1 (1-acetylpiperazine), solid. The product is C(#N)C1(CC1)NC(=O)[C@H]1[C@@H](C[C@@H](C1)S(=O)(=O)C1=C(C=C(C=C1)N1CCN(CC1)C(C)=O)Cl)C(=O)N1CC(C1)(F)F ((1R,2R,4R)-4-[4-(4-Acetyl-piperazin-1-yl)-2-chloro-benzenesulfonyl]-2-(3,3-difluoro-azetidine-1-carbonyl)-cyclopentanecarboxylic acid (1-cyano-cyclopropyl)-amide). Reaction SMILES: [C:1]([C:3]1([NH:6][C:7]([C@@H:9]2[CH2:13][C@@H:12]([S:14]([C:17]3[CH:22]=[CH:21][C:20](F)=[CH:19][C:18]=3[Cl:24])(=[O:16])=[O:15])[CH2:11][C@H:10]2[C:25]([N:27]2[CH2:30][C:29]([F:32])([F:31])[CH2:28]2)=[O:26])=[O:8])[CH2:5][CH2:4]1)#[N:2].[C:33]([N:36]1[CH2:41][CH2:40][NH:39][CH2:38][CH2:37]1)(=[O:35])[CH3:34]>>[C:1]([C:3]1([NH:6][C:7]([C@@H:9]2[CH2:13][C@@H:12]([S:14]([C:17]3[CH:22]=[CH:21][C:20]([N:39]4[CH2:40][CH2:41][N:36]([C:33](=[O:35])[CH3:34])[CH2:37][CH2:38]4)=[CH:19][C:18]=3[Cl:24])(=[O:16])=[O:15])[CH2:11][C@H:10]2[C:25]([N:27]2[CH2:30][C:29]([F:31])([F:32])[CH2:28]2)=[O:26])=[O:8])[CH2:5][CH2:4]1)#[N:2]. Procedure details: The title compound was prepared in analogy to example 134 using (1R,2R,4R)-4-(2-chloro-4-fluoro-benzenesulfonyl)-2-(3,3-difluoro-azetidine-1-carbonyl)-cyclopentanecarboxylic acid-(1-cyano-cyclopropyl)-amide (example 119 step 4) and 1-acetylpiperazine. White solid (12%). MS (EI): 598.2 (M+H)+. Reactants: CN (methylamine), CN (methylamine), C(C)OC1=CC2=C(N=C(S2)S)C=C1 (6-ethoxy-2-mercaptobenzothiazole). Solvent: [OH-].[Na+] (NaOH). Conditions: temperature -10 celsius, time 15 minute. The product is C(C)OC1=CC2=C(N=C(S2)S)C=C1 (6-ethoxy-2-mercaptobenzothiazole), C(C)OC1=CC2=C(N=C(S2)SN)C=C1 (6-ethoxy-2-benzothiazolesulfenamide). As a reaction SMILES: C[NH2:2].[CH2:3]([O:5][C:6]1[CH:15]=[CH:14][C:9]2[N:10]=[C:11]([SH:13])[S:12][C:8]=2[CH:7]=1)[CH3:4]>[OH-].[Na+]>[CH2:3]([O:5][C:6]1[CH:15]=[CH:14][C:9]2[N:10]=[C:11]([SH:13])[S:12][C:8]=2[CH:7]=1)[CH3:4].[CH2:3]([O:5][C:6]1[CH:15]=[CH:14][C:9]2[N:10]=[C:11]([S:13][NH2:2])[S:12][C:8]=2[CH:7]=1)[CH3:4] |f:2.3|. Procedure details: A solution of 40% aqueous methylamine (80 ml) was placed in a 250 ml 3-necked flask, equipped with a powerful stirrer and two-addition funnels. The solution was cooled to -10° C. with an ice/methanol bath. A solution of 6-ethoxy-2-mercaptobenzothiazole (2.0 g., 0.0095 mol) in 20 ml of 5% NaOH was prepared, cooled to 10° C. and placed into one of the addition flasks. The second addition flask was charged with 40 ml of 5.25% NaOC1 which was cooled to 5° C. The two solutions were added simultaneous... Reactants: CC(C)(C)[Mg+], C1CCOC1, CO[Si](C)(C)Cl, Cc1ccccc1, CC(C)[Mg+], [Cl-], [Cl-]. Product: CO[Si](C)(C)C(C)(C)C. Reaction SMILES: [C:2]([CH3:3])([CH3:4])([CH3:5])[Mg+:6].[CH2:25]1[O:26][CH2:27][CH2:28][CH2:29]1.[CH3:12][Si:13]([Cl:14])([O:15][CH3:16])[CH3:17].[CH3:18][c:19]1[cH:20][cH:21][cH:22][cH:23][cH:24]1.[CH:8]([Mg+:9])([CH3:10])[CH3:11].[Cl-:1].[Cl-:7]>>[C:2]([CH3:3])([CH3:4])([CH3:5])[Si:13]([CH3:12])([O:15][CH3:16])[CH3:17]. Starting materials: C(C)OC(=O)C1(CCNCC1)C1=C(C=CC=C1)SC1=CC=CC=C1 (4-ethoxycarbonyl-4-(2-phenylthiophenyl)piperidine), C(C(=O)O)(=O)O.C(C)OC(=O)C1(CCNCC1)C1=C(C=CC=C1)SC1=CC=CC=C1 (4-ethoxycarbonyl-4-(2-phenylthiophenyl)-piperidine oxalate), BrCCC1=CC=CC=C1 (2-bromoethylbenzene), C([O-])(O)=O.[Na+] (sodium bicarbonate), [I-].[K+] (potassium iodide), Br (hydrobromic acid). Run in CCOCC (ether), CN(C=O)C (dimethylformamide), CCOCC (ether). Run at time 16 hour. Product: Br.C(C)OC(=O)C1(CCN(CC1)C(C)C1=CC=CC=C1)C1=C(SC=C1)C1=CC=CC=C1 (4-ethoxycarbonyl-1-phenylethyl-4-(2-phenylthiophenyl)piperidine hydrobromide). As a reaction SMILES: [CH2:1]([O:3][C:4]([C:6]1([C:12]2[CH:17]=[CH:16][CH:15]=[CH:14][C:13]=2[S:18][C:19]2[CH:24]=CC=CC=2)[CH2:11][CH2:10][NH:9][CH2:8][CH2:7]1)=[O:5])[CH3:2].[C:25](O)(=O)[C:26](O)=O.C(OC(C1(C2C=CC=CC=2SC2C=CC=CC=2)CCNCC1)=O)C.[Br:55][CH2:56][CH2:57][C:58]1[CH:63]=[CH:62][CH:61]=[CH:60][CH:59]=1.C(=O)(O)[O-].[Na+].[I-].[K+].Br>CN(C)C=O.CCOCC>[BrH:55].[CH2:1]([O:3][C:4]([C:6]1([C:12]2[CH:24]=[CH:19][S:18][C:13]=2[C:14]2[CH:15]=[CH:16][CH:17]=[CH:26][CH:25]=2)[CH2:7][CH2:8][N:9]([CH:57]([C:58]2[CH:63]=[CH:62][CH:61]=[CH:60][CH:59]=2)[CH3:56])[CH2:10][CH2:11]1)=[O:5])[CH3:2] |f:1.2,4.5,6.7,11.12|. Procedure details: A mixture of 0.67 g of 4-ethoxycarbonyl-4-(2-phenylthiophenyl)piperidine, free base of Example 17, 0.48 g of 2-bromoethylbenzene, 0.65 g of sodium bicarbonate and 0.65 g of potassium iodide in 15 ml of dimethylformamide is stirred at 60°-70° C. for 16 hours. Thereafter, the mixture is diluted with ether and the diluted mixture is filtered. The filtrate is concentrated in vacuo. The residue is purified by column chromatography (alumina column, ether eluant) to provide a purified product which, in... The reactants are C(C)(=O)Cl (acetyl chloride), Cl (hydrochloric acid), C(C)(=O)NC1CC2=CC=CC=C2C1 (2-acetamido-indane), [Cl-].[Al+3].[Cl-].[Cl-] (aluminium chloride). Run in C(CCl)Cl (ethylene chloride). Conditions: time 3 hour. Yields the product CC(=O)C=1C=C2CC(CC2=CC1)NC(C)=O ((2-Acetamido-indan-5-yl) methyl ketone). RXN SMILES: [C:1](Cl)(=[O:3])[CH3:2].[C:5]([NH:8][CH:9]1[CH2:17][C:16]2[C:11](=[CH:12][CH:13]=[CH:14][CH:15]=2)[CH2:10]1)(=[O:7])[CH3:6].[Cl-].[Al+3].[Cl-].[Cl-].Cl>C(Cl)CCl>[CH3:2][C:1]([C:13]1[CH:12]=[C:11]2[C:16](=[CH:15][CH:14]=1)[CH2:17][CH:9]([NH:8][C:5](=[O:7])[CH3:6])[CH2:10]2)=[O:3] |f:2.3.4.5|. Procedure details: 24.4 g (0.31 mol) of acetyl chloride, followed by 35.5 g (0.20 mol) of 2-acetamido-indane are added, with stirring, to a suspension of 68 g (0.51 mol) of anhydrous aluminium chloride in 350 ml of ethylene chloride. In the course of this the reaction temperature rises to approx. 50° C. Stirring is continued for a further 3 hours, the product is decomposed by means of ice and concentrated hydrochloric acid, and the organic phase is separated off and evaporated. The reactants are C(=O)(OCC)C1=CC=C(C=C1)NCC(O)C1=CC=2C(CCC(C2C=C1)(C)C)(C)C (N-(4-carbethoxyphenyl)-1-(5,6,7,8-tetrahydro-5,5,8,8-tetramethyl-2-naphthalenyl)-2-aminoethanol), P(O)([O-])[O-].[Na+].[Na+] (sodium hydrogen phosphite), C=O (formalin). Run in O1CCOCC1 (dioxane). Product: C(=O)(OCC)C1=CC=C(C=C1)N1COC(C1)C1=CC=2C(CCC(C2C=C1)(C)C)(C)C (3-(4-Carbethoxyphenyl)-5-(5,6,7,8-tetrahydro-5,5,8,8-tetramethyl-2-naphthalenyl)-oxazolidine). The yield is 61.3%. Reaction SMILES: [C:1]([C:6]1[CH:11]=[CH:10][C:9]([NH:12][CH2:13][CH:14]([C:16]2[CH:25]=[CH:24][C:23]3[C:22]([CH3:27])([CH3:26])[CH2:21][CH2:20][C:19]([CH3:29])([CH3:28])[C:18]=3[CH:17]=2)[OH:15])=[CH:8][CH:7]=1)([O:3][CH2:4][CH3:5])=[O:2].P([O-])([O-])O.[Na+].[Na+].[CH2:36]=O>O1CCOCC1>[C:1]([C:6]1[CH:7]=[CH:8][C:9]([N:12]2[CH2:13][CH:14]([C:16]3[CH:25]=[CH:24][C:23]4[C:22]([CH3:27])([CH3:26])[CH2:21][CH2:20][C:19]([CH3:28])([CH3:29])[C:18]=4[CH:17]=3)[O:15][CH2:36]2)=[CH:10][CH:11]=1)([O:3][CH2:4][CH3:5])=[O:2] |f:1.2.3|. Procedure details: 1.58 g (4 millimoles) of N-(4-carbethoxyphenyl)-1-(5,6,7,8-tetrahydro-5,5,8,8-tetramethyl-2-naphthalenyl)-2-aminoethanol were stirred with 20 ml of 1N sodium hydrogen phosphite solution and 2 ml (20 millimoles) of formalin solution in 20 ml of dioxane for 1 hour at 60° C. The mixture was then poured onto water and extracted with ether, and the organic phase was washed with 2N sodium hydroxide solution and water, dried over magnesium sulfate and evaporated down. Recrystallization from methanol ga... Reactants: C(CCC)OC(=O)C=1N=C(C2=CC=C(C=C2C1O)OC=1C=CC2=C(CCO2)C1)Br (1-bromo-6-(2,3-dihydro-benzofuran-5-yloxy)-4-hydroxy-isoquinoline-3-carboxylic acid butyl ester), C(#N)[Cu] (CuCN). Product: C(CCC)OC(=O)C=1N=C(C2=CC=C(C=C2C1O)OC=1C=CC2=C(CCO2)C1)C#N (1-Cyano-6-(2,3-dihydro-benzofuran-5-yloxy)-4-hydroxy-isoquinoline-3-carboxylic acid butyl ester). Reaction SMILES: [CH2:1]([O:5][C:6]([C:8]1[N:9]=[C:10](Br)[C:11]2[C:16]([C:17]=1[OH:18])=[CH:15][C:14]([O:19][C:20]1[CH:21]=[CH:22][C:23]3[O:27][CH2:26][CH2:25][C:24]=3[CH:28]=1)=[CH:13][CH:12]=2)=[O:7])[CH2:2][CH2:3][CH3:4].[C:30]([Cu])#[N:31]>>[CH2:1]([O:5][C:6]([C:8]1[N:9]=[C:10]([C:30]#[N:31])[C:11]2[C:16]([C:17]=1[OH:18])=[CH:15][C:14]([O:19][C:20]1[CH:21]=[CH:22][C:23]3[O:27][CH2:26][CH2:25][C:24]=3[CH:28]=1)=[CH:13][CH:12]=2)=[O:7])[CH2:2][CH2:3][CH3:4]. Reported procedure: Prepared in analogy to example 31g from 1-bromo-6-(2,3-dihydro-benzofuran-5-yloxy)-4-hydroxy-isoquinoline-3-carboxylic acid butyl ester and CuCN. ESI MS (m/z): 405 (M+H)+.